This data is from the Open Reaction Database (ORD), a public repository of structured organic reaction records. The task is: describe an organic reaction: reactants, conditions, products, and yield The reactants are OC1=CC=C(C=C1)CC(C)=O ((4-hydroxyphenyl)propan-2-one), ethylene ketal, [N+](=O)([O-])C1=CC=C(O1)C(=O)OC (methyl 5 nitrofuran-2-carboxylate), [H-].[Na+] (Sodium hydride), ice water. The solvent is CS(=O)C (dimethylsulphoxide). Reaction conditions: time 30 minute. The product is C(C(=O)C)C1=CC=C(OC2=CC=C(O2)C(=O)OC)C=C1 (methyl 5-[4-acetonylphenoxy]-furan-2-carboxylate), ethylene ketal. Reaction SMILES: [H-].[Na+].[OH:3][C:4]1[CH:9]=[CH:8][C:7]([CH2:10][C:11](=[O:13])[CH3:12])=[CH:6][CH:5]=1.[N+]([C:17]1[O:21][C:20]([C:22]([O:24][CH3:25])=[O:23])=[CH:19][CH:18]=1)([O-])=O>CS(C)=O>[CH2:10]([C:7]1[CH:6]=[CH:5][C:4]([O:3][C:17]2[O:21][C:20]([C:22]([O:24][CH3:25])=[O:23])=[CH:19][CH:18]=2)=[CH:9][CH:8]=1)[C:11]([CH3:12])=[O:13] |f:0.1|. Procedure details: Sodium hydride (1.1 g of an 80% dispersion in oil) was added, with vigorous stirring to a solution of (4-hydroxyphenyl)propan-2-one, ethylene ketal (6.8 g) in dimethylsulphoxide (50 ml). After 30 minutes, methyl 5 nitrofuran-2-carboxylate (5 g) was added and the resulting mixture was stirred and heated at 80°-90° C. for 10 hr. The cooled reaction mixture was poured into ice-water and extracted into diethylether. The organic layer was washed with 5% potassium hydroxide solution and water, dried (... Starting materials: C1(CCC(N1C(C(=O)[O-])CCCCNC(CCN1C(C=CC1=O)=O)=O)=O)=O (succinimidyl-6-(β-maleimidopropionamido)hexanoate), solution, solution, C1(CCC(N1C(C(=O)[O-])CCCCNC(CCN1C(C=CC1=O)=O)=O)=O)=O (succinimidyl-6-(β-maleimidopropionamido)hexanoate), C1(CCC(N1C(C(=O)[O-])CCCCNC(CCN1C(C=CC1=O)=O)=O)=O)=O (succinimidyl-6-(β-maleimidopropionamido)hexanoate), C1(CCC(N1C(C(=O)[O-])CCCCNC(CCN1C(C=CC1=O)=O)=O)=O)=O (succinimidyl-6-(β-maleimidopropionamido)hexanoate). The solvent is OP(=O)(O)[O-].OP(=O)([O-])[O-].[Na+].[Na+].[Na+].[Cl-].[Cl-].[K+].[K+] (phosphate buffered saline), OP(=O)(O)[O-].OP(=O)([O-])[O-].[Na+].[Na+].[Na+].[Cl-].[Cl-].[K+].[K+] (phosphate buffered saline), CS(=O)C (dimethyl sulfoxide), CS(=O)C (dimethyl sulfoxide). Yields the product C1CC(=O)N(C1=O)OC(=O)CCCCCNC(=O)CCN2C(=O)C=CC2=O (SMPH). RXN SMILES: C1(=O)N([CH:6]([CH2:10][CH2:11][CH2:12][CH2:13][NH:14][C:15](=[O:25])[CH2:16][CH2:17][N:18]2[C:22](=[O:23])[CH:21]=[CH:20][C:19]2=[O:24])[C:7]([O-:9])=[O:8])C(=O)CC1>OP([O-])(O)=O.OP([O-])([O-])=O.[Na+].[Na+].[Na+].[Cl-].[Cl-].[K+].[K+].CS(C)=O>[CH2:21]1[C:22](=[O:23])[N:18]([O:9][C:7]([CH2:6][CH2:10][CH2:11][CH2:12][CH2:13][NH:14][C:15]([CH2:16][CH2:17][N:18]2[C:19](=[O:24])[CH:20]=[CH:21][C:22]2=[O:23])=[O:25])=[O:8])[C:19](=[O:24])[CH2:20]1 |f:1.2.3.4.5.6.7.8.9|. Reported procedure: To a sample bottle (8 mL volume), it was charged by 0.39 mL of human CO hemoglobin (Hb) solution (509 μM), and diluted with 1.61 mL of phosphate buffered saline solution (PBS) to be 0.1 mM 2 mL. Next, 7.6 mg of succinimidyl-6-(β-maleimidopropionamido)hexanoate (SMPH, manufactured by Pierce Corporation) was dissolved in 0.25 mL of dimethyl sulfoxide (DMSO) to prepare 80 mM dimethyl sulfoxide (DMSO) solution of succinimidyl-6-(β-maleimidopropionamido)hexanoate (SMPH). To the above human hemoglobin... Reactants: C(=O)C1=CC(=C(OCC=2N=C(OC2C)C=2C=CC(=C(C(=O)OC)C2)C)C=C1)OC (methyl 5-{4-[(4-formyl-2-methoxyphenoxy)methyl]-5-methyl-1,3-oxazol-2-yl}-2-methylbenzoate), O (water), C(C)O (ethanol), [BH4-].[Na+] (sodium borohydride). Solvent: O1CCCC1 (tetrahydrofuran). Run at time 1 hour. Yields the product OCC1=CC(=C(OCC=2N=C(OC2C)C=2C=CC(=C(C(=O)OC)C2)C)C=C1)OC (methyl 5-{4-[(4-hydroxymethyl-2-methoxyphenoxy)methyl]-5-methyl-1,3-oxazol-2-yl}-2-methylbenzoate). Isolated yield 95.8%. As a reaction SMILES: [CH:1]([C:3]1[CH:27]=[CH:26][C:6]([O:7][CH2:8][C:9]2[N:10]=[C:11]([C:15]3[CH:16]=[CH:17][C:18]([CH3:25])=[C:19]([CH:24]=3)[C:20]([O:22][CH3:23])=[O:21])[O:12][C:13]=2[CH3:14])=[C:5]([O:28][CH3:29])[CH:4]=1)=[O:2].C(O)C.[BH4-].[Na+].O>O1CCCC1>[OH:2][CH2:1][C:3]1[CH:27]=[CH:26][C:6]([O:7][CH2:8][C:9]2[N:10]=[C:11]([C:15]3[CH:16]=[CH:17][C:18]([CH3:25])=[C:19]([CH:24]=3)[C:20]([O:22][CH3:23])=[O:21])[O:12][C:13]=2[CH3:14])=[C:5]([O:28][CH3:29])[CH:4]=1 |f:2.3|. Reported procedure: To a solution of methyl 5-{4-[(4-formyl-2-methoxyphenoxy)methyl]-5-methyl-1,3-oxazol-2-yl}-2-methylbenzoate (1.35 g) in tetrahydrofuran (30 mL)-ethanol (5 mL) was gradually added sodium borohydride 1 (65 mg) at 0° C. After stirring at room temperature for 1 hr, water was added to the reaction mixture, and the mixture was extracted with ethyl acetate. The organic layer was washed with saturated brine, dried over anhydrous magnesium sulfate and concentrated to give methyl 5-{4-[(4-hydroxymethyl-2-... Starting materials: C(C)(CC)N (monosec.butylamine), [OH-].[Na+] (NaOH), BrC(C)CCC (2-bromo-pentane), OS(=O)(=O)O (H2SO4). Run in C(C)O (C2H5OH). The product is C(C)(CC)NC(C)CCC (N-sec.butyl,N-sec.amylamine). Isolated yield 55.3%. As a reaction SMILES: [CH:1]([NH2:5])([CH2:3][CH3:4])[CH3:2].Br[CH:7]([CH2:9][CH2:10][CH3:11])[CH3:8].OS(O)(=O)=O.[OH-].[Na+]>C(O)C>[CH:1]([NH:5][CH:7]([CH2:9][CH2:10][CH3:11])[CH3:8])([CH2:3][CH3:4])[CH3:2] |f:3.4|. Procedure: Into a 150 ml flask, provided with a reflux condenser, were placed 14.6 g of monosec.butylamine dissolved in 15.5 ml of C2H5OH. Added thereto was 30 g of 2-bromo-pentane. This mass was then boiled to reflux temperature for 10-12 hours and thereafter cooled down and neutralized with dilute H2SO4. The whole was then evaporated to dryness. The residue thus obtained was treated with an excess of a 15% NaOH solution and extracted with 3 successive portions of ethyl ether. The ether extracts were then... Reactants: O=C([O-])O, C1=C(CCCCCOCc2ccccc2)CC2CC3(CC12)OCCO3, CC(C)=O, Cl, [Na+], O. The product is O=C1CC2C=C(CCCCCOCc3ccccc3)CC2C1. As a reaction SMILES: [C:27](=[O:28])([OH:29])[O-:30].[CH2:1]([c:2]1[cH:3][cH:4][cH:5][cH:6][cH:7]1)[O:8][CH2:9][CH2:10][CH2:11][CH2:12][CH2:13][C:14]1=[CH:15][CH:16]2[CH2:17][C:18]3([CH2:19][CH:20]2[CH2:21]1)[O:22][CH2:25][CH2:24][O:23]3.[CH3:32][C:33](=[O:34])[CH3:35].[ClH:26].[Na+:31].[OH2:36]>>[CH2:1]([c:2]1[cH:3][cH:4][cH:5][cH:6][cH:7]1)[O:8][CH2:9][CH2:10][CH2:11][CH2:12][CH2:13][C:14]1=[CH:15][CH:16]2[CH2:17][C:18](=[O:22])[CH2:19][CH:20]2[CH2:21]1. Starting materials: ClC1=CC(=NC=C1)N (4-Chloro-pyridin-2-ylamine), chloroacetic aldehyde, CCO (EtOH), C(=O)(O)[O-].[Na+] (NaHCO3). The product is ClC1=CC=2N(C=C1)C=CN2 (7-chloro-imidazo-[1,2-a]-pyridine). As a reaction SMILES: [Cl:1][C:2]1[CH:7]=[CH:6][N:5]=[C:4]([NH2:8])[CH:3]=1.C([O-])(O)=O.[Na+].[CH3:14][CH2:15]O>>[Cl:1][C:2]1[CH:7]=[CH:6][N:5]2[CH:14]=[CH:15][N:8]=[C:4]2[CH:3]=1 |f:1.2|. Procedure details: 4-Chloro-pyridin-2-ylamine (1 eq, 38.9 mmol, 5 g) is added to a solution of chloroacetic aldehyde (3 eq, 117 mmol, 15.1 ml) in EtOH (60 ml). NaHCO3 (2 eq, 77.8 mmol, 6.53 g) is added and the reaction mixture is heated at reflux for 17 h. The solvent is removed in vacuo and the product is purified by flash column chromatography eluting with 8:2 DCM/MeOH to afford 7-chloro-imidazo-[1,2-a]-pyridine as a red solid; [M+H]+=153 Reactants: O=C(O)c1ncn2cc(Br)sc12, CC(=O)O. Yields the product Brc1cn2cncc2s1. As a reaction SMILES: [Br:1][c:2]1[cH:3][n:4]2[c:5]([s:6]1)[c:7]([C:10]([OH:11])=[O:12])[n:8][cH:9]2.[CH3:13][C:14](=[O:15])[OH:16]>>[Br:1][c:2]1[cH:3][n:4]2[c:5]([s:6]1)[cH:7][n:8][cH:9]2.